The task is: describe an organic reaction: reactants, conditions, products, and yield. This data is from the Open Reaction Database (ORD), a public repository of structured organic reaction records. Reactants: N(=NC(=O)OCC)C(=O)OCC (Diethyl azodicarboxylate), OC=1C=C2CC(NC2=CC1)=O (5-hydroxyoxindole), COCCN1CCC(CC1)O (1-(2-methoxyethyl)-piperidin-4-ol), C1(=CC=CC=C1)P(C1=CC=CC=C1)C1=CC=CC=C1 (triphenylphosphine). Run in O1CCCC1 (tetrahydrofuran). Run at time 8 hour. Yields the product COCCN1CCC(CC1)OC=1C=C2CC(NC2=CC1)=O (5-[1-(2-methoxyethyl)-piperidin-4-yloxy]-1,3-dihydro-indol-2-one). Reaction SMILES: [OH:1][C:2]1[CH:3]=[C:4]2[C:8](=[CH:9][CH:10]=1)[NH:7][C:6](=[O:11])[CH2:5]2.[CH3:12][O:13][CH2:14][CH2:15][N:16]1[CH2:21][CH2:20][CH:19](O)[CH2:18][CH2:17]1.C1(P(C2C=CC=CC=2)C2C=CC=CC=2)C=CC=CC=1.N(C(OCC)=O)=NC(OCC)=O>O1CCCC1>[CH3:12][O:13][CH2:14][CH2:15][N:16]1[CH2:21][CH2:20][CH:19]([O:1][C:2]2[CH:3]=[C:4]3[C:8](=[CH:9][CH:10]=2)[NH:7][C:6](=[O:11])[CH2:5]3)[CH2:18][CH2:17]1. Reported procedure: To an oven dried, nitrogen flushed 100 ml round bottom flask was added 5-hydroxyoxindole (10 mmol), 1-(2-methoxyethyl)-piperidin-4-ol (11 mmol), triphenylphosphine (15 mmol), Anhydrous tetrahydrofuran (35 ml) and a stirrer bar. Diethyl azodicarboxylate (15 mmol) was added slowly to the mixture and stirred at room temperature overnight. The reaction was concentrated in vacuo and flash chromatography (silica, 5% methanol in ethyl acetate). Upon concentration a reddish oil (470 mg) was obtained wit... Reaction SMILES: [CH2:15]([c:16]1[cH:17][cH:18][cH:19][cH:20][cH:21]1)[SH:22].[CH3:29][CH2:30][OH:31].[CH:23]([OH:24])([CH3:25])[CH3:26].[Cl:1][c:2]1[cH:3][cH:4][c:5]2[cH:6][cH:7][n:8][cH:9][c:10]2[c:11]1[N+:12](=[O:13])[O-:14].[K+:28].[OH-:27]>>[c:2]1([S:22][CH2:15][c:16]2[cH:17][cH:18][cH:19][cH:20][cH:21]2)[cH:3][cH:4][c:5]2[cH:6][cH:7][n:8][cH:9][c:10]2[c:11]1[N+:12](=[O:13])[O-:14]. Starting materials: SCc1ccccc1, CCO, CC(C)O, O=[N+]([O-])c1c(Cl)ccc2ccncc12, [K+], [OH-]. Yields the product O=[N+]([O-])c1c(SCc2ccccc2)ccc2ccncc12. Reactants: C1(CCC1)C1=C(C(=NO1)C1=C(C=CC=C1Cl)Cl)COC1=CC=C(C=C1)C=1C=C2C=CC=C(C2=CC1)C(=O)OC (methyl 6-[4-({[5-cyclobutyl-3-(2,6-dichlorophenyl)-4-isoxazolyl]methyl}oxy)phenyl]-1-naphthalenecarboxylate), O1CCCC1 (tetrahydrofuran), [OH-].[Na+] (sodium hydroxide). The solvent is CO (methanol). Run at temperature 120 celsius. Yields the product C1(CCC1)C1=C(C(=NO1)C1=C(C=CC=C1Cl)Cl)COC1=CC=C(C=C1)C=1C=C2C=CC=C(C2=CC1)C(=O)O (6-[4-({[5-cyclobutyl-3-(2,6-dichlorophenyl)-4-isoxazolyl]methyl}oxy)phenyl]-1-naphthalenecarboxylic acid). Yield: 88.7%. RXN SMILES: [CH:1]1([C:5]2[O:9][N:8]=[C:7]([C:10]3[C:15]([Cl:16])=[CH:14][CH:13]=[CH:12][C:11]=3[Cl:17])[C:6]=2[CH2:18][O:19][C:20]2[CH:25]=[CH:24][C:23]([C:26]3[CH:27]=[C:28]4[C:33](=[CH:34][CH:35]=3)[C:32]([C:36]([O:38]C)=[O:37])=[CH:31][CH:30]=[CH:29]4)=[CH:22][CH:21]=2)[CH2:4][CH2:3][CH2:2]1.O1CCCC1.[OH-].[Na+]>CO>[CH:1]1([C:5]2[O:9][N:8]=[C:7]([C:10]3[C:15]([Cl:16])=[CH:14][CH:13]=[CH:12][C:11]=3[Cl:17])[C:6]=2[CH2:18][O:19][C:20]2[CH:21]=[CH:22][C:23]([C:26]3[CH:27]=[C:28]4[C:33](=[CH:34][CH:35]=3)[C:32]([C:36]([OH:38])=[O:37])=[CH:31][CH:30]=[CH:29]4)=[CH:24][CH:25]=2)[CH2:2][CH2:3][CH2:4]1 |f:2.3|. Reported procedure: To a solution of methyl 6-[4-({[5-cyclobutyl-3-(2,6-dichlorophenyl)-4-isoxazolyl]methyl}oxy)phenyl]-1-naphthalenecarboxylate (65 mg, 0.116 mmol) in a 2:1 mixture of tetrahydrofuran and methanol (1.5 mL) was added 1N sodium hydroxide (0.175 mL, 0.175 mmol). The solution was heated in a microwave reactor at 120° C. for 500 seconds. The solution was concentrated and water was added followed by 0.175 mL of 1N HCl. The solution was extracted twice with ethyl acetate. The combined organic phases were ... The reactants are C(C)(C)(C)C1=CC=C(C=C1)C1=NC2=C(C(O1)=O)C=CC=C2 (2-(4-tert-butylphenyl)-4H-3,1-benzoxazin-4-one), NC1=CC=CC=C1 (aniline), C(C)OCC (diethyl ether). The solvent is C1(=CC=CC=C1)C (toluene). Product: C(C)(C)(C)C1=CC=C(C(=O)NC2=C(C(=O)NC3=CC=CC=C3)C=CC=C2)C=C1 (2-[(4-tert-Butylbenzoyl)amino]-N-phenylbenzamide). Yield: 8.9%. As a reaction SMILES: [C:1]([C:5]1[CH:10]=[CH:9][C:8]([C:11]2[O:16][C:15](=[O:17])[C:14]3[CH:18]=[CH:19][CH:20]=[CH:21][C:13]=3[N:12]=2)=[CH:7][CH:6]=1)([CH3:4])([CH3:3])[CH3:2].[NH2:22][C:23]1[CH:28]=[CH:27][CH:26]=[CH:25][CH:24]=1.C(OCC)C>C1(C)C=CC=CC=1>[C:1]([C:5]1[CH:6]=[CH:7][C:8]([C:11]([NH:12][C:13]2[CH:21]=[CH:20][CH:19]=[CH:18][C:14]=2[C:15]([NH:22][C:23]2[CH:28]=[CH:27][CH:26]=[CH:25][CH:24]=2)=[O:17])=[O:16])=[CH:9][CH:10]=1)([CH3:4])([CH3:2])[CH3:3]. Procedure details: To a stirred solution of 2-(4-tert-butylphenyl)-4H-3,1-benzoxazin-4-one (1.0 g, 3.6 mmol) in toluene (15 mL) was added aniline (0.33 g, 3.6 mmol). After refluxing for 8 h, the solution was allowed to cool, diethyl ether was added, and the precipitate was filtered and dried In vacuo to give 120 mg (9%) of the title compound as an off-white solid.